From a dataset of the Open Reaction Database (ORD), a public repository of structured organic reaction records. describe an organic reaction: reactants, conditions, products, and yield Reactants: C#Cc1cc(C(=O)Oc2ccc(CC(=O)OC(C)(C)C)cc2)cc2c1OC(C)(C)CC2(C)C, C1COCCO1, O=CO, O. Yields the product C#Cc1cc(C(=O)Oc2ccc(CC(=O)O)cc2)cc2c1OC(C)(C)CC2(C)C. RXN SMILES: [C:1]([CH3:2])([CH3:3])([CH3:4])[O:5][C:6](=[O:7])[CH2:8][c:9]1[cH:10][cH:11][c:12]([O:15][C:16](=[O:17])[c:18]2[cH:19][c:20]3[c:25]([c:26]([C:28]#[CH:29])[cH:27]2)[O:24][C:23]([CH3:30])([CH3:31])[CH2:22][C:21]3([CH3:32])[CH3:33])[cH:13][cH:14]1.[CH2:37]1[O:38][CH2:39][CH2:40][O:41][CH2:42]1.[CH:34]([OH:35])=[O:36].[OH2:43]>>[O:5]=[C:6]([OH:7])[CH2:8][c:9]1[cH:10][cH:11][c:12]([O:15][C:16](=[O:17])[c:18]2[cH:19][c:20]3[c:25]([c:26]([C:28]#[CH:29])[cH:27]2)[O:24][C:23]([CH3:30])([CH3:31])[CH2:22][C:21]3([CH3:32])[CH3:33])[cH:13][cH:14]1.